This data is from the Open Reaction Database (ORD), a public repository of structured organic reaction records. The task is: describe an organic reaction: reactants, conditions, products, and yield Starting materials: CC(=O)Cl, Cl, CCOC(=O)C(C)=C(N)c1ccccc1, C1CCOC1, O, c1ccncc1. Product: CCOC(=O)C(C)=C(NC(C)=O)c1ccccc1. Reaction SMILES: [CH3:22][C:23]([Cl:24])=[O:25].[ClH:26].[NH2:1][C:2](=[C:3]([C:4](=[O:5])[O:6][CH2:7][CH3:8])[CH3:9])[c:10]1[cH:11][cH:12][cH:13][cH:14][cH:15]1.[O:27]1[CH2:28][CH2:29][CH2:30][CH2:31]1.[OH2:32].[cH:16]1[cH:17][cH:18][n:19][cH:20][cH:21]1>>[NH:1]([C:2](=[C:3]([C:4](=[O:5])[O:6][CH2:7][CH3:8])[CH3:9])[c:10]1[cH:11][cH:12][cH:13][cH:14][cH:15]1)[C:23]([CH3:22])=[O:25]. Starting materials: NC(=O)C=1C(=C2C(=NC1)NC=C2)N[C@H]2CN(CCC2)C(=O)OC(C)(C)C (tert-butyl(3R)-3-{[5-(aminocarbonyl)-1H-pyrrolo[2,3-b]pyridin-4-yl]amino}-1-piperidinecarboxylate), Cl (HCl). Solvent: O1CCOCC1 (dioxane), O1CCOCC1 (dioxane). Reaction conditions: time 2 hour. Yields the product Cl.N1C[C@@H](CCC1)NC1=C2C(=NC=C1C(=O)N)NC=C2 (4-[(3R)-3-piperidinylamino]-1H-pyrrolo[2,3-b]pyridine-5-carboxamide hydrochloride). Reaction SMILES: [NH2:1][C:2]([C:4]1[C:5]([NH:13][C@@H:14]2[CH2:19][CH2:18][CH2:17][N:16](C(OC(C)(C)C)=O)[CH2:15]2)=[C:6]2[CH:12]=[CH:11][NH:10][C:7]2=[N:8][CH:9]=1)=[O:3].[ClH:27]>O1CCOCC1>[ClH:27].[NH:16]1[CH2:17][CH2:18][CH2:19][C@@H:14]([NH:13][C:5]2[C:4]([C:2]([NH2:1])=[O:3])=[CH:9][N:8]=[C:7]3[NH:10][CH:11]=[CH:12][C:6]=23)[CH2:15]1 |f:3.4|. Reported procedure: To a solution of tert-butyl(3R)-3-{[5-(aminocarbonyl)-1H-pyrrolo[2,3-b]pyridin-4-yl]amino}-1-piperidinecarboxylate (125 mg) in dioxane (1.25 mL) was added 4M HCl in dioxane (1 ml) and the solution was stirred at ambient temperature for 2 hours. The reaction mixture was evaporated to give 4-[(3R)-3-piperidinylamino]-1H-pyrrolo[2,3-b]pyridine-5-carboxamide hydrochloride (112 mg) as a white powder. The reactants are C(C)(C)(C)C=1C=C(N(N1)CCC)N (5-tert-Butyl-2-propyl-2H-pyrazol-3-ylamine), [OH-].[Na+] (NaOH), ClC(=O)OCC(Cl)(Cl)Cl (2,2,2-trichloroethyl chloroformate). Solvent: O (water), C(C)(=O)OCC (ethyl acetate). Conditions: time 1.5 hour. The product is ClC(COC(NC=1N(N=C(C1)C(C)(C)C)CCC)=O)(Cl)Cl ([5-tert-Butyl-2-propyl-2H-pyrazol-3-yl]carbamic acid 2,2,2-trichloroethyl ester). Yield: 103.1%. Reaction SMILES: [C:1]([C:5]1[CH:6]=[C:7]([NH2:13])[N:8]([CH2:10][CH2:11][CH3:12])[N:9]=1)([CH3:4])([CH3:3])[CH3:2].[OH-].[Na+].Cl[C:17]([O:19][CH2:20][C:21]([Cl:24])([Cl:23])[Cl:22])=[O:18]>C(OCC)(=O)C.O>[Cl:22][C:21]([Cl:24])([Cl:23])[CH2:20][O:19][C:17](=[O:18])[NH:13][C:7]1[N:8]([CH2:10][CH2:11][CH3:12])[N:9]=[C:5]([C:1]([CH3:4])([CH3:2])[CH3:3])[CH:6]=1 |f:1.2|. Procedure: To a stirred mixture of Intermediate 23a (0.774 g, 4.27 mmol) in ethyl acetate (4 mL) and 1 M aqueous NaOH (7.7 mL, 7.7 mmol) was added 2,2,2-trichloroethyl chloroformate (0.62 mL, 4.50 mmol) and the mixture was stirred at room temperature for 1.5 h. The mixture was diluted with water (50 mL) and extracted with ethyl acetate (2×25 mL). The combined organic extracts were washed with water and saturated aqueous NaCl, then evaporated to give the title compound (1.57 g) as an oil. LCMS (Method 3): R... Reactants: BrCCCCOC1=C(c2ccccc2)CCCC1=Cc1ccccc1, CCN, Cc1ccccc1. Product: CCNCCCCOC1=C(c2ccccc2)CCCC1=Cc1ccccc1. Reaction SMILES: [Br:1][CH2:2][CH2:3][CH2:4][CH2:5][O:6][C:7]1=[C:8]([c:20]2[cH:21][cH:22][cH:23][cH:24][cH:25]2)[CH2:9][CH2:10][CH2:11][C:12]1=[CH:13][c:14]1[cH:15][cH:16][cH:17][cH:18][cH:19]1.[CH2:26]([CH3:27])[NH2:28].[CH3:29][c:30]1[cH:31][cH:32][cH:33][cH:34][cH:35]1>>[CH2:2]([CH2:3][CH2:4][CH2:5][O:6][C:7]1=[C:8]([c:20]2[cH:21][cH:22][cH:23][cH:24][cH:25]2)[CH2:9][CH2:10][CH2:11][C:12]1=[CH:13][c:14]1[cH:15][cH:16][cH:17][cH:18][cH:19]1)[NH:28][CH2:26][CH3:27].